This data is from the Open Reaction Database (ORD), a public repository of structured organic reaction records. The task is: describe an organic reaction: reactants, conditions, products, and yield Reactants: C1(CC\C=C\CCCCCC\C=C\CC1)=O (cyclopentadeca-4E,12E-dien-1-one), [H][H] (hydrogen). Reagents/catalysts: [Pd] (palladium-on-carbon). Run in C(C)O (ethanol). Product: C1(CC\C=C\CCCCCCCCCC1)=O (cyclopentadec-4E-en-1-one). Yield: 89.9%. Reaction SMILES: [C:1]1(=[O:16])[CH2:15][CH2:14][CH:13]=[CH:12][CH2:11][CH2:10][CH2:9][CH2:8][CH2:7][CH2:6][CH:5]=[CH:4][CH2:3][CH2:2]1.[H][H]>[Pd].C(O)C>[C:1]1(=[O:16])[CH2:15][CH2:14][CH2:13][CH2:12][CH2:11][CH2:10][CH2:9][CH2:8][CH2:7][CH2:6][CH:5]=[CH:4][CH2:3][CH2:2]1. Procedure: A flask was charged with cyclopentadeca-4E,12E-dien-1-one (0.10 g, 0.45 mmole), ethanol (5 ml) and 5% palladium-on-carbon (0.010 g). The mixture was stirred at room temperature under 1 atm of hydrogen gas for 30 minutes. The reaction mixture was filtered through celite and concentrated to provide crude cyclopentadec-4E-en-1-one (0.09 g, 88% yield). C15H30O (226.41 g/mole). 13CNMR (125 MHz, CDCl3): 21.65, 21.72, 25.85, 26.12, 27.86, 30.57, 31.02, 31.74, 31.82, 42.30, 42.49, 130.08, 132.00, 210.00... The product is CCOC(=O)C1=C(c2ccc3c(c2)OCO3)c2ccccc2C1(O)c1ccc(OC)cc1. The reactants are [Br-], COc1ccc(Br)cc1, CCOC(=O)C1=C(c2ccc3c(c2)OCO3)c2ccccc2C1=O, C1CCOC1, COc1ccc([Mg+])cc1, CCOCC, [Mg]. Reaction SMILES: [Br-:11].[Br:1][c:2]1[cH:3][cH:4][c:5]([O:8][CH3:9])[cH:6][cH:7]1.[CH2:21]1[O:22][c:23]2[cH:24][c:25]([C:30]3=[C:31]([C:40](=[O:41])[O:42][CH2:43][CH3:44])[C:32](=[O:39])[c:33]4[cH:34][cH:35][cH:36][cH:37][c:38]43)[cH:26][cH:27][c:28]2[O:29]1.[CH2:50]1[O:51][CH2:52][CH2:53][CH2:54]1.[CH3:12][O:13][c:14]1[cH:15][cH:16][c:17]([Mg+:18])[cH:19][cH:20]1.[CH3:45][CH2:46][O:47][CH2:48][CH3:49].[Mg:10]>>[c:2]1([C:32]2([OH:39])[C:31]([C:40](=[O:41])[O:42][CH2:43][CH3:44])=[C:30]([c:25]3[cH:24][c:23]4[c:28]([cH:27][cH:26]3)[O:29][CH2:21][O:22]4)[c:38]3[c:33]2[cH:34][cH:35][cH:36][cH:37]3)[cH:3][cH:4][c:5]([O:8][CH3:9])[cH:6][cH:7]1. Starting materials: O=C([O-])[O-], COCCBr, CN(C)C=O, [Cs+], [Cs+], Oc1ccc(F)c(F)c1, O. Yields the product COCCOc1ccc(F)c(F)c1. Reaction SMILES: [C:10](=[O:11])([O-:12])[O-:13].[CH3:16][O:17][CH2:18][CH2:19][Br:20].[CH3:22][N:23]([CH3:24])[CH:25]=[O:26].[Cs+:14].[Cs+:15].[F:1][c:2]1[cH:3][c:4]([OH:9])[cH:5][cH:6][c:7]1[F:8].[OH2:21]>>[F:1][c:2]1[cH:3][c:4]([O:9][CH2:19][CH2:18][O:17][CH3:16])[cH:5][cH:6][c:7]1[F:8].